From a dataset of the Open Reaction Database (ORD), a public repository of structured organic reaction records. describe an organic reaction: reactants, conditions, products, and yield Reactants: Cl (hydrochloric acid), N1C=CC2=C(C=CC=C12)C(CNC(OC)=O)O (methyl N-[2-(1H-indole-4-yl)-2-hydroxyethyl]carbamate), [B-][N+](C)(C)C (borane-trimethylamine complex), O (water). Run in O1CCOCC1 (dioxane). Reaction conditions: time 16 hour. Yields the product N1CCC2=C(C=CC=C12)C(CNC(OC)=O)O (methyl N-[2-(2,3-dihydro-1H-indol-4-yl)-2-hydroxyethyl]carbamate). Isolated yield 98.3%. Reaction SMILES: [B-][N+](C)(C)C.Cl.[NH:7]1[C:15]2[C:10](=[C:11]([CH:16]([OH:23])[CH2:17][NH:18][C:19](=[O:22])[O:20][CH3:21])[CH:12]=[CH:13][CH:14]=2)[CH:9]=[CH:8]1.O>O1CCOCC1>[NH:7]1[C:15]2[C:10](=[C:11]([CH:16]([OH:23])[CH2:17][NH:18][C:19](=[O:22])[O:20][CH3:21])[CH:12]=[CH:13][CH:14]=2)[CH2:9][CH2:8]1. Procedure details: 35.5 g of borane-trimethylamine complex and then, slowly and while cooling to 10° C., 40.55 ml of 12N hydrochloric acid aqueous solution were added to a solution of 22.8 g of the product of Step A in 570 ml of dioxane and the mixture was stirred for 16 hours at ambient temperature. It was poured into 1,500 ml of water, washed with ethyl acetate, made alkaline with 48 ml of concentrated ammonia and was extracted with ethyl acetate. The organic phases were dried, filtered and evaporated to dryness... Yields the product CC(Cn1ncc2ccc(O)cc21)NC(=O)OCc1ccccc1. Starting materials: O=C([O-])O, C1CCOC1, [Cl-], O=C(Cl)OCc1ccccc1, Cl, CC(N)Cn1ncc2ccc(O)cc21, [NH4+], [Na+]. RXN SMILES: [C:15](=[O:16])([OH:17])[O-:18].[CH2:31]1[O:32][CH2:33][CH2:34][CH2:35]1.[Cl-:37].[Cl:20][C:21](=[O:22])[O:23][CH2:24][c:25]1[cH:26][cH:27][cH:28][cH:29][cH:30]1.[ClH:36].[NH2:1][CH:2]([CH2:3][n:4]1[n:5][cH:6][c:7]2[cH:8][cH:9][c:10]([OH:13])[cH:11][c:12]12)[CH3:14].[NH4+:38].[Na+:19]>>[NH:1]([CH:2]([CH2:3][n:4]1[n:5][cH:6][c:7]2[cH:8][cH:9][c:10]([OH:13])[cH:11][c:12]12)[CH3:14])[C:21](=[O:22])[O:23][CH2:24][c:25]1[cH:26][cH:27][cH:28][cH:29][cH:30]1.